From a dataset of the Open Reaction Database (ORD), a public repository of structured organic reaction records. describe an organic reaction: reactants, conditions, products, and yield Yield: 9.9%. Conditions: time 8 hour. Yields the product CC1(OCC(O1)COC1=CC=2N(C=C1)C(=CN2)C(=O)NC2=C1C(=NN(C1=CC=C2)CC2=NC(=CC=C2)C)C)C (7-((2,2-dimethyl-1,3-dioxolan-4-yl)methoxy)-N-(3-methyl-1-((6-methylpyridin-2-yl)methyl)-1H-indazol-4-yl)imidazo[1,2-a]pyridine-3-carboxamide). Solvent: ClCCl (dichloromethane), CN(C=O)C (dimethylformamide), ClCCl (dichloromethane). The reactants are C(C(=O)Cl)(=O)Cl (oxalyl chloride), CC1(OCC(O1)COC1=CC=2N(C=C1)C(=CN2)C(=O)O)C (7-((2,2-Dimethyl-1,3-dioxolan-4-yl)methoxy)imidazo[1,2-a]pyridine-3-carboxylic acid), CC1=NN(C=2C=CC=C(C12)N)CC1=NC(=CC=C1)C (3-methyl-1-((6-methylpyridin-2-yl)methyl)-1H-indazol-4-amine), C(C)(C)N(CC)C(C)C (diisopropylethylamine). Reaction SMILES: [CH3:1][C:2]1([CH3:21])[O:6][CH:5]([CH2:7][O:8][C:9]2[CH:14]=[CH:13][N:12]3[C:15]([C:18]([OH:20])=O)=[CH:16][N:17]=[C:11]3[CH:10]=2)[CH2:4][O:3]1.C(Cl)(=O)C(Cl)=O.[CH3:28][C:29]1[C:37]2[C:36]([NH2:38])=[CH:35][CH:34]=[CH:33][C:32]=2[N:31]([CH2:39][C:40]2[CH:45]=[CH:44][CH:43]=[C:42]([CH3:46])[N:41]=2)[N:30]=1.C(N(C(C)C)CC)(C)C>ClCCl.CN(C)C=O>[CH3:21][C:2]1([CH3:1])[O:6][CH:5]([CH2:7][O:8][C:9]2[CH:14]=[CH:13][N:12]3[C:15]([C:18]([NH:38][C:36]4[CH:35]=[CH:34][CH:33]=[C:32]5[C:37]=4[C:29]([CH3:28])=[N:30][N:31]5[CH2:39][C:40]4[CH:45]=[CH:44][CH:43]=[C:42]([CH3:46])[N:41]=4)=[O:20])=[CH:16][N:17]=[C:11]3[CH:10]=2)[CH2:4][O:3]1. Procedure: 7-((2,2-Dimethyl-1,3-dioxolan-4-yl)methoxy)imidazo[1,2-a]pyridine-3-carboxylic acid (66 mg, 0.23 mmol) was dissolved in dichloromethane (1 mL) and 2 M oxalyl chloride in dichloromethane (0.12 mL, 0.25 mmol) was added with a drop of dimethylformamide. The mixture was stirred at ambient temperature for 1 hour before addition of 3-methyl-1-((6-methylpyridin-2-yl)methyl)-1H-indazol-4-amine (57 mg, 0.23 mmol) and diisopropylethylamine (0.08 mL, 0.46 mmol), and then the mixture was stirred overnight. ... The reactants are CSC1=CC=C(C=C1)C=C(C)[N+](=O)[O-] (1-Methylsulfanyl-4-(2-nitro-propenyl)-benzene), CSC1=CC=C(C=C1)CC(C)=O (1-(4-Methylsulfanyl-phenyl)-propan-2-one), CS(=O)(=O)C1=CC=C(C=O)C=C1 (4-Methanesulfonyl-benzaldehyde). The product is CS(=O)(=O)C1=CC=C(C=C1)CC(C)=O (1-(4-Methanesulfonyl-phenyl)-propan-2-one). RXN SMILES: CSC1C=CC(C=C([N+]([O-])=O)C)=CC=1.CSC1C=CC([CH2:23][C:24](=[O:26])C)=CC=1.[CH3:27][S:28]([C:31]1[CH:38]=[CH:37][C:34]([CH:35]=O)=[CH:33][CH:32]=1)(=[O:30])=[O:29]>>[CH3:27][S:28]([C:31]1[CH:38]=[CH:37][C:34]([CH2:35][C:24](=[O:26])[CH3:23])=[CH:33][CH:32]=1)(=[O:30])=[O:29]. Procedure details: The title compound is prepared by the procedures described in experiments 27a and 27b, replacing 4-methylsulfanyl-benzaldehyde with 4-methanesulfonyl-benzaldehyde (31a). Reagents/catalysts: Cl[Ti](Cl)(Cl)Cl (TiCl4). Run in ClCl (Cl2), C(Cl)Cl (CH2Cl2). Conditions: temperature -10 celsius, time 15 minute. Reaction SMILES: [C:1]([C:3]1([C:6]2[CH:11]=[CH:10][C:9]([O:12][CH3:13])=[CH:8][CH:7]=2)[CH2:5][CH2:4]1)#[N:2].[CH3:14][O:15]C(Cl)Cl>ClCl.C(Cl)Cl.Cl[Ti](Cl)(Cl)Cl>[C:1]([C:3]1([C:6]2[CH:11]=[CH:10][C:9]([O:12][CH3:13])=[C:8]([CH:7]=2)[CH:14]=[O:15])[CH2:5][CH2:4]1)#[N:2]. Yields the product C(#N)C1(CC1)C=1C=CC(=C(C=O)C1)OC (5-(1-Cyanocyclopropyl)-2-methoxybenzaldehyde). Procedure details: To a stirred solution of Compound 1 (2.0 g, 11.6 mmol) in dry CH2 Cl2 (50 ml) was added TiCl4 (5.7 ml, 52.0 mmol) with cooling (-10° C.). After 15 min., to this was added a solution of dichloromethyl methyl ether (2.0 g, 17.3 mmol) in dry CH2Cl2 (5 ml) dropwise. The reaction mixture was stirred at same temperature for 10 min. and then at room temperature for 1 h. The mixture was poured into ice-water and stirred at room temperature for 15 min. The organic layer was separated and the aqueous laye... Reactants: C(#N)C1(CC1)C1=CC=C(C=C1)OC (4-(1-Cyanocyclopropyl)anisole), COC(Cl)Cl (dichloromethyl methyl ether), ice water. Isolated yield 87.4%. Starting materials: C(C=C)(=O)OCCCC (butyl acrylate), C1(\C=C/C(=O)O1)=O (maleic anhydride), C1(\C=C/C(=O)O1)=O (maleic anhydride), C(C=C)(=O)OCCCC (butyl acrylate). Run in C1(=CC=CC=C1)C (toluene), C1(=CC=CC=C1)C (toluene). Conditions: temperature 144 celsius, time 15 minute. Yields the product C(C=C)(=O)OCCCC.C1(\C=C/C(=O)O1)=O (Butyl Acrylate Maleic Anhydride). Reaction SMILES: [C:1]([O:5][CH2:6][CH2:7][CH2:8][CH3:9])(=[O:4])[CH:2]=[CH2:3].[C:10]1(=[O:16])[O:15][C:13](=[O:14])[CH:12]=[CH:11]1>C1(C)C=CC=CC=1>[C:1]([O:5][CH2:6][CH2:7][CH2:8][CH3:9])(=[O:4])[CH:2]=[CH2:3].[C:13]1(=[O:14])[O:15][C:10](=[O:16])[CH:11]=[CH:12]1 |f:3.4|. Procedure details: To a three-liter, 4-necked, round-bottomed flask eqipped with a stirrer, thermometer, condenser and addition funnel is added 338.6 g. toluene, 142.5 g. of butyl acrylate 22.5 g. maleic anhydride and 0.5 g. of t-butyl peroctoate. The contents are heated to reflux (144° C.) and held for 15 minutes. A monomer mixture composed of 757.5 g. of butyl acrylate, 77.5 g. maleic anhydride and 2.5 g. of t-butyl peroctoate is fed at a uniform rate over the next 23/4 hours to the reaction contents held at 115... Starting materials: [Li+].[BH4-] (LiBH4), FC1=C(C(=O)OC)C(=CC(=C1)F)OC (methyl 2,4-difluoro-6-methoxybenzoate), O (H2O). Run in C1CCOC1 (THF). Conditions: time 23 hour. Yields the product FC1=C(C(=CC(=C1)F)OC)CO ((2,4-difluoro-6-methoxyphenyl)methanol). The yield is 98.4%. Reaction SMILES: [Li+].[BH4-].[F:3][C:4]1[CH:13]=[C:12]([F:14])[CH:11]=[C:10]([O:15][CH3:16])[C:5]=1[C:6](OC)=[O:7].O>C1COCC1>[F:3][C:4]1[CH:13]=[C:12]([F:14])[CH:11]=[C:10]([O:15][CH3:16])[C:5]=1[CH2:6][OH:7] |f:0.1|. Reported procedure: A solution of LiBH4 (2M in THF, 6.28 mL, 12.6 mmol) was added to a solution of methyl 2,4-difluoro-6-methoxybenzoate (1.15 g, 5.71 mmol) in THF (30 mL). The solution was stirred at rt for 23 h, then at 60° C. for 4.5 h, and reflux for 18.5 h. After cooling to rt, H2O (20 mL) was added dropwise and the mixture stirred for 5 min before being partially concentrated in vacuo. DCM (20 mL) was added, the phases were separated, and the aqueous phase was extracted with DCM (2×10 mL). The organic layers ... Starting materials: C(C)(C)(C)C1=CC=C(C=C1)S(=O)(=O)NC1=NC(=NC(=C1OC1=C(C=CC=C1)OC)Cl)C (p-tert-butyl-N-[6-chloro-5-(o-methoxyphenoxy)-2-methyl-4-pyrimidinyl]benzenesulfonamide), [Na] (monosodium), C(CCO)O (1,3-propanediol). The product is C(C)(C)(C)C1=CC=C(C=C1)S(=O)(=O)NC1=NC(=NC(=C1OC1=C(C=CC=C1)OC)OCCCO)C (p-tert-butyl-N-[6-(3-hydroxypropoxy)-5-(o-methoxyphenoxy)-2-methyl-4-pyrimidinyl]benzenesulfonamide). RXN SMILES: [C:1]([C:5]1[CH:10]=[CH:9][C:8]([S:11]([NH:14][C:15]2[C:20]([O:21][C:22]3[CH:27]=[CH:26][CH:25]=[CH:24][C:23]=3[O:28][CH3:29])=[C:19](Cl)[N:18]=[C:17]([CH3:31])[N:16]=2)(=[O:13])=[O:12])=[CH:7][CH:6]=1)([CH3:4])([CH3:3])[CH3:2].[Na].[CH2:33]([OH:37])[CH2:34][CH2:35][OH:36]>>[C:1]([C:5]1[CH:10]=[CH:9][C:8]([S:11]([NH:14][C:15]2[C:20]([O:21][C:22]3[CH:27]=[CH:26][CH:25]=[CH:24][C:23]=3[O:28][CH3:29])=[C:19]([O:36][CH2:35][CH2:34][CH2:33][OH:37])[N:18]=[C:17]([CH3:31])[N:16]=2)(=[O:13])=[O:12])=[CH:7][CH:6]=1)([CH3:4])([CH3:3])[CH3:2] |^1:31|. Procedure: By reacting p-tert-butyl-N-[6-chloro-5-(o-methoxyphenoxy)-2-methyl-4-pyrimidinyl]benzenesulfonamide with the monosodium salt of 1,3-propanediol, there was obtained p-tert-butyl-N-[6-(3-hydroxypropoxy)-5-(o-methoxyphenoxy)-2-methyl-4-pyrimidinyl]benzenesulfonamide as a white foam. The reactants are O=C1CCC(=O)N1Br, CC(=O)c1ncn2ccsc12, C1CCOC1, C[Si](C)(C)Cl, CCOC(C)=O, CN(C)P(=O)(N(C)C)N(C)C. Product: CC(=O)OCC(=O)c1ncn2ccsc12. RXN SMILES: [Br:17][N:18]1[C:19](=[O:20])[CH2:21][CH2:22][C:23]1=[O:24].[C:1]([CH3:2])(=[O:3])[c:4]1[n:5][cH:6][n:7]2[c:8]1[s:9][cH:10][cH:11]2.[CH2:31]1[O:32][CH2:33][CH2:34][CH2:35]1.[CH3:12][Si:13]([Cl:14])([CH3:15])[CH3:16].[CH3:25][CH2:26][O:27][C:28]([CH3:29])=[O:30].[CH3:36][N:37]([CH3:38])[P:39]([N:40]([CH3:41])[CH3:42])([N:43]([CH3:44])[CH3:45])=[O:46]>>[C:1]([CH2:2][O:30][C:28](=[O:27])[CH3:29])(=[O:3])[c:4]1[n:5][cH:6][n:7]2[c:8]1[s:9][cH:10][cH:11]2.